From a dataset of the Open Reaction Database (ORD), a public repository of structured organic reaction records. describe an organic reaction: reactants, conditions, products, and yield The reactants are N1=CC=C(C2=CC=CC=C12)C=O (4-quinolinecarboxaldehyde), N1(N=CC=C1)C1=CC=C(C=O)C=C1 (4-(1H-pyrazol-1-yl)-benzaldehyde). Yields the product N1=CC=C(C2=CC=CC=C12)C=CC=O (3-(4-Quinolinyl)-2-propenal). RXN SMILES: [N:1]1[C:10]2[C:5](=[CH:6][CH:7]=[CH:8][CH:9]=2)[C:4]([CH:11]=O)=[CH:3][CH:2]=1.N1(C2C=C[C:21]([CH:22]=[O:23])=CC=2)C=CC=N1>>[N:1]1[C:10]2[C:5](=[CH:6][CH:7]=[CH:8][CH:9]=2)[C:4]([CH:11]=[CH:21][CH:22]=[O:23])=[CH:3][CH:2]=1. Reported procedure: The title compound was prepared by a procedure analogous to Reference Example 30 by substituting 4-quinolinecarboxaldehyde for the 4-(1H-pyrazol-1-yl)-benzaldehyde of Reference Example 30. MS 184 (M+H)+. Reactants: O (water), S1C2=C(C(=C1)C1=NN(C=C1C=O)C1=CC=C(C(=O)O)C=C1)C=CC=C2 (4-(3-benzo[b]thiophene-3-yl-4-formylpyrazole-1-yl)benzoic acid), Cl.NO (hydroxylamine hydrochloride), C(=O)[O-].[Na+] (sodium formate). Solvent: C(=O)O (formic acid). Run at time 5 hour. Yields the product S1C2=C(C(=C1)C1=NN(C=C1C#N)C1=CC=C(C(=O)O)C=C1)C=CC=C2 (4-(3-Benzo[b]thiophene-3-yl-4-cyanopyrazole-1-yl)benzoic acid). The yield is 50.4%. RXN SMILES: [S:1]1[CH:5]=[C:4]([C:6]2[C:10]([CH:11]=O)=[CH:9][N:8]([C:13]3[CH:21]=[CH:20][C:16]([C:17]([OH:19])=[O:18])=[CH:15][CH:14]=3)[N:7]=2)[C:3]2[CH:22]=[CH:23][CH:24]=[CH:25][C:2]1=2.Cl.[NH2:27]O.C([O-])=O.[Na+].O>C(O)=O>[S:1]1[CH:5]=[C:4]([C:6]2[C:10]([C:11]#[N:27])=[CH:9][N:8]([C:13]3[CH:21]=[CH:20][C:16]([C:17]([OH:19])=[O:18])=[CH:15][CH:14]=3)[N:7]=2)[C:3]2[CH:22]=[CH:23][CH:24]=[CH:25][C:2]1=2 |f:1.2,3.4|. Procedure: A solution of 4-(3-benzo[b]thiophene-3-yl-4-formylpyrazole-1-yl)benzoic acid (0.26 g), hydroxylamine hydrochloride (0.058 g) and sodium formate (0.10 g) in formic acid (5 mL) was heated under reflux for 24 hours. To this reaction mixture was added water at room temperature, and this mixture was extracted with ethyl acetate. This organic layer was washed with brine, dried over anhydrous magnesium sulfate. The solvent was removed under reduced pressure. This obtained residue was dissolved with pyr... Starting materials: [BH4-], CCO, [Na+], O, c1ccc(C2=Nc3ccccc3OC2)cc1. The product is c1ccc(C2COc3ccccc3N2)cc1. RXN SMILES: [BH4-:17].[CH3:20][CH2:21][OH:22].[Na+:18].[OH2:19].[c:1]1([C:7]2=[N:12][c:11]3[c:10]([cH:16][cH:15][cH:14][cH:13]3)[O:9][CH2:8]2)[cH:2][cH:3][cH:4][cH:5][cH:6]1>>[c:1]1([CH:7]2[CH2:8][O:9][c:10]3[c:11]([cH:13][cH:14][cH:15][cH:16]3)[NH:12]2)[cH:2][cH:3][cH:4][cH:5][cH:6]1. Starting materials: ClC1=C(C=NC2=CC=CC=C12)NC(C(C)C)=O (N-(4-chloroquinolin-3-yl)-2-methylpropanamide), Cl.CON (O-methylhydroxylamine hydrochloride). Run in C(C)O (ethanol). Run at time 8 hour. The product is C(C)(C)C=1N(C2=C(C=NC=3C=CC=CC23)N1)OC (2-isopropyl-1-methoxy-1H-imidazo[4,5-c]quinoline). The yield is 84.6%. Reaction SMILES: Cl[C:2]1[C:11]2[C:6](=[CH:7][CH:8]=[CH:9][CH:10]=2)[N:5]=[CH:4][C:3]=1[NH:12][C:13](=O)[CH:14]([CH3:16])[CH3:15].Cl.[CH3:19][O:20][NH2:21]>C(O)C>[CH:14]([C:13]1[N:21]([O:20][CH3:19])[C:2]2[C:11]3[CH:10]=[CH:9][CH:8]=[CH:7][C:6]=3[N:5]=[CH:4][C:3]=2[N:12]=1)([CH3:16])[CH3:15] |f:1.2|. Procedure: A solution of N-(4-chloroquinolin-3-yl)-2-methylpropanamide (6.0 g, 24 mmol), O-methylhydroxylamine hydrochloride (2.5 g, 0.030 mol), and ethanol (75 mL) was heated at reflux for five hours, allowed to cool to room temperature, stirred overnight, and concentrated under reduced pressure. The residue was dissolved in dichloromethane (100 mL), and the solution was washed with saturated aqueous sodium carbonate (2×50 mL) dried over potassium carbonate, filtered, and concentrated under reduced pressu... Starting materials: N1CCC(C2=CC=CC=C12)CCN1CCC(CC1)C1=CC(=C(C=C1)OC)OC (1-(2-(1,2,3,4-tetrahydroquinolin-4-yl)ethyl)-4-(3,4-dimethoxyphenyl)piperidine), C(C)(=O)Cl (acetyl chloride). The solvent is C1CCOC1 (THF), C1CCOC1 (THF). Conditions: time 2 hour. The product is C(C)(=O)N1CCC(C2=CC=CC=C12)CCN1CCC(CC1)C1=CC(=C(C=C1)OC)OC (1-(2-(1,2,3,4-Tetrahydro-1-acetylquinolin-4-yl)ethyl)-4-(3,4-dimethoxyphenyl)piperidine). As a reaction SMILES: [NH:1]1[C:10]2[C:5](=[CH:6][CH:7]=[CH:8][CH:9]=2)[CH:4]([CH2:11][CH2:12][N:13]2[CH2:18][CH2:17][CH:16]([C:19]3[CH:24]=[CH:23][C:22]([O:25][CH3:26])=[C:21]([O:27][CH3:28])[CH:20]=3)[CH2:15][CH2:14]2)[CH2:3][CH2:2]1.[C:29](Cl)(=[O:31])[CH3:30]>C1COCC1>[C:29]([N:1]1[C:10]2[C:5](=[CH:6][CH:7]=[CH:8][CH:9]=2)[CH:4]([CH2:11][CH2:12][N:13]2[CH2:18][CH2:17][CH:16]([C:19]3[CH:24]=[CH:23][C:22]([O:25][CH3:26])=[C:21]([O:27][CH3:28])[CH:20]=3)[CH2:15][CH2:14]2)[CH2:3][CH2:2]1)(=[O:31])[CH3:30]. Procedure: A solution of 2.5 g of 1-(2-(1,2,3,4-tetrahydroquinolin-4-yl)ethyl)-4-(3,4-dimethoxyphenyl)piperidine (dihydrochloride, m.p 235°-236°) in 35 ml of THF is treated with a solution of 0.9 g of a acetyl chloride in ml of THF, stirred for 2 hours at-50°, evaporated and worked up in the customary manner. 1-(2-(1,2,3,4-Tetrahydro-1-acetylquinolin-4-yl)ethyl)-4-(3,4-dimethoxyphenyl)piperidine is obtained.